This data is from the Open Reaction Database (ORD), a public repository of structured organic reaction records. The task is: describe an organic reaction: reactants, conditions, products, and yield Reactants: CC(CCCCCCCCC)(C)C1=C(C=CC(=C1)Br)OC (2-(1,1-dimethyldecyl)-4-bromo anisole), [Mg] (magnesium), II (iodine), BrC=1C=C2C=CC(=CC2=CC1)C(=O)OC (methyl 6-bromo-2-naphthoate). RXN SMILES: [CH3:1][C:2]([C:13]1[CH:18]=[C:17](Br)[CH:16]=[CH:15][C:14]=1[O:20][CH3:21])([CH3:12])[CH2:3][CH2:4][CH2:5][CH2:6][CH2:7][CH2:8][CH2:9][CH2:10][CH3:11].[Mg].II.Br[C:26]1[CH:27]=[C:28]2[C:33](=[CH:34][CH:35]=1)[CH:32]=[C:31]([C:36]([O:38]C)=[O:37])[CH:30]=[CH:29]2>C1COCC1.[Cl-].[Zn+2].[Cl-].O>[CH3:1][C:2]([C:13]1[CH:18]=[C:17]([C:26]2[CH:27]=[C:28]3[C:33](=[CH:34][CH:35]=2)[CH:32]=[C:31]([C:36]([OH:38])=[O:37])[CH:30]=[CH:29]3)[CH:16]=[CH:15][C:14]=1[O:20][CH3:21])([CH3:12])[CH2:3][CH2:4][CH2:5][CH2:6][CH2:7][CH2:8][CH2:9][CH2:10][CH3:11] |f:5.6.7|. Procedure: A solution of 16 g (45 mmol) of 2-(1,1-dimethyldecyl)-4-bromo anisole in 60 ml of THF is slowly added to of magnesium and a crystal of iodine. The mixture is slightly heated at the beginning of the addition until the reaction of formation of the Grignard is initiated. Then the remainder of the solution containing the brominated derivative is added in a manner to maintain a regular reflux. Once the addition is complete, the mixture is stirred for 30 minutes at 50° C. and then cooled to ambient te... The reagents and catalysts are [Cl-].[Zn+2].[Cl-] (zinc chloride). The solvent is C1CCOC1 (THF), C1CCOC1 (THF), O (water). The product is methyl ester, CC(CCCCCCCCC)(C)C=1C=C(C=CC1OC)C=1C=C2C=CC(=CC2=CC1)C(=O)O (6-[3-(1,1-dimethyldecyl)-4-methoxyphenyl]-2-naphthoic acid). Conditions: temperature 50 celsius, time 30 minute.